Dataset: the Open Reaction Database (ORD), a public repository of structured organic reaction records. Task: describe an organic reaction: reactants, conditions, products, and yield The reactants are CCCNCCC, CN(C)C=O, CN1Cc2c(-c3nc(CCl)cs3)ncn2-c2cccc(Cl)c2C1=O, C1CCOC1. Product: CCCN(CCC)Cc1csc(-c2ncn3c2CN(C)C(=O)c2c(Cl)cccc2-3)n1. RXN SMILES: [CH2:25]([CH2:26][CH3:27])[NH:28][CH2:29][CH2:30][CH3:31].[CH3:32][N:33]([CH3:34])[CH:35]=[O:36].[Cl:1][c:2]1[cH:3][cH:4][cH:5][c:6]2[c:7]1[C:8](=[O:24])[N:9]([CH3:23])[CH2:10][c:11]1[n:12]-2[cH:13][n:14][c:15]1-[c:16]1[s:17][cH:18][c:19]([CH2:21][Cl:22])[n:20]1.[O:37]1[CH2:38][CH2:39][CH2:40][CH2:41]1>>[Cl:1][c:2]1[cH:3][cH:4][cH:5][c:6]2[c:7]1[C:8](=[O:24])[N:9]([CH3:23])[CH2:10][c:11]1[n:12]-2[cH:13][n:14][c:15]1-[c:16]1[s:17][cH:18][c:19]([CH2:21][N:28]([CH2:25][CH2:26][CH3:27])[CH2:29][CH2:30][CH3:31])[n:20]1. The reactants are C([O-])([O-])=O.[Na+].[Na+] (sodium carbonate), ClC1=NC=2N(C(=C1C1=CC=CC=C1)N(C)C)N=C(N2)C (5-chloro-N,N,2-trimethyl-6-phenyl[1,2,4]triazolo[1,5-a]pyrimidin-7-amine), C(=O)C1=CC=C(C=C1)B(O)O (4-formylphenylboronic acid). Reagents/catalysts: C1=CC=C(C=C1)P([C-]2C=CC=C2)C3=CC=CC=C3.C1=CC=C(C=C1)P([C-]2C=CC=C2)C3=CC=CC=C3.Cl[Pd]Cl.[Fe+2] (dichloro[1,1′-bis(diphenylphosphino)ferrocene]palladium). The solvent is O (water), ClCCl (dichloromethane), COCCOC (1,2-dimethoxyethane). Reaction conditions: temperature 130 celsius. Yields the product CN(C1=C(C(=NC=2N1N=C(N2)C)C2=CC=C(C=O)C=C2)C2=CC=CC=C2)C (4-[7-(Dimethylamino)-2-methyl-6-phenyl[1,2,4]triazolo[1,5-a]pyrimidin-5-yl]benzaldehyde). RXN SMILES: Cl[C:2]1[C:7]([C:8]2[CH:13]=[CH:12][CH:11]=[CH:10][CH:9]=2)=[C:6]([N:14]([CH3:16])[CH3:15])[N:5]2[N:17]=[C:18]([CH3:20])[N:19]=[C:4]2[N:3]=1.[CH:21]([C:23]1[CH:28]=[CH:27][C:26](B(O)O)=[CH:25][CH:24]=1)=[O:22].C(=O)([O-])[O-].[Na+].[Na+]>COCCOC.O.ClCCl.C1C=CC(P(C2C=CC=CC=2)[C-]2C=CC=C2)=CC=1.C1C=CC(P(C2C=CC=CC=2)[C-]2C=CC=C2)=CC=1.Cl[Pd]Cl.[Fe+2]>[CH3:15][N:14]([CH3:16])[C:6]1[N:5]2[N:17]=[C:18]([CH3:20])[N:19]=[C:4]2[N:3]=[C:2]([C:26]2[CH:27]=[CH:28][C:23]([CH:21]=[O:22])=[CH:24][CH:25]=2)[C:7]=1[C:8]1[CH:13]=[CH:12][CH:11]=[CH:10][CH:9]=1 |f:2.3.4,8.9.10.11|. Procedure details: To a mixture of 370 mg 5-chloro-N,N,2-trimethyl-6-phenyl[1,2,4]triazolo[1,5-a]pyrimidin-7-amine and 231 mg 4-formylphenylboronic acid in 7 ml 1,2-dimethoxyethane are added 2.5 ml of a 10% w/w sodium carbonate solution and 47 mg dichloro[1,1′-bis(diphenylphosphino)ferrocene]palladium (II). The resulting mixture is heated to 130° C. by microwave irradiation under a inert gas atmosphere for 1 hour. The work up is performed by diluting the reaction mixture with water and dichloromethane, separating ... Reaction conditions: temperature 0 celsius, time 30 minute. Product: ClC1=NC(=CC(=N1)Cl)C(=O)OC1CCCCC1 (cyclohexyl 2,4-dichloropyrimidine-6-carboxylate). Reactants: C1(CCCCC1)O (cyclohexanol), [H-].[Na+] (sodium hydride), ClC1=NC(=CC(=N1)Cl)C(=O)OC (methyl 2,4-dichloropyrimidine-6-carboxylate). As a reaction SMILES: [CH:1]1([OH:7])[CH2:6][CH2:5][CH2:4][CH2:3][CH2:2]1.[H-].[Na+].[Cl:10][C:11]1[N:16]=[C:15]([Cl:17])[CH:14]=[C:13]([C:18](OC)=[O:19])[N:12]=1>C1COCC1>[Cl:10][C:11]1[N:16]=[C:15]([Cl:17])[CH:14]=[C:13]([C:18]([O:7][CH:1]2[CH2:6][CH2:5][CH2:4][CH2:3][CH2:2]2)=[O:19])[N:12]=1 |f:1.2|. Procedure details: A cold (0° C.) solution of cyclohexanol (3.82 ml; 36.2 mmol) was treated with sodium hydride (869 mg; 36.2 mmol) in dry THF (100 ml) and stirred for 30 min at 0° C. It was slowly added to a cooled (0° C.) solution of methyl 2,4-dichloropyrimidine-6-carboxylate (Apollo, 10.00 g; 48.3 mmol) in dry THF (200 ml) and the resulting mixture was stirred for 24 h. The reaction mixture was concentrated under vacuum. The residue was taken up in EtOAc and the organic layer was washed with water, then brine,... The solvent is C1CCOC1 (THF), C1CCOC1 (THF).